This data is from the Open Reaction Database (ORD), a public repository of structured organic reaction records. The task is: describe an organic reaction: reactants, conditions, products, and yield Reactants: 1.0-M solution, CC(C)([O-])C.[K+] (potassium tertiary butoxide), C(C)(=O)OC1=CC=C(C=C)C=C1 (p-acetoxystyrene). Run in O1CCCC1 (tetrahydrofuran), O1CCCC1 (tetrahydrofuran). Reaction conditions: time 30 minute. Product: C(=C)C1=CC=C(C=C1)[O-].[K+] (potassium p-vinylphenolate). RXN SMILES: CC(C)([O-])C.[K+:6].C([O:10][C:11]1[CH:18]=[CH:17][C:14]([CH:15]=[CH2:16])=[CH:13][CH:12]=1)(=O)C>O1CCCC1>[CH:15]([C:14]1[CH:17]=[CH:18][C:11]([O-:10])=[CH:12][CH:13]=1)=[CH2:16].[K+:6] |f:0.1,4.5|. Procedure details: With ice cooling, 310 ml of a 1.0-M solution of potassium tertiary butoxide in tetrahydrofuran was stirred until a temperature of 5° C. was reached. To the solution, 50 grams (0.31 mol) of p-acetoxystyrene was added dropwise over 30 minutes. During this addition, the reaction solution was maintained at a temperature below 20° C. At the end of addition, the solution was allowed to stand under the conditions for 30 minutes, obtaining a yellowish orange colored tetrahydrofuran solution of potassium... The reactants are O=S1(CCN(CC1)CCCOC1=C(C=C2C(NC=NC2=C1)=O)OC)=O (7-[3-(1,1-dioxotetrahydro-4H-1,4-thiazin-4-yl)propoxy]-6-methoxy-3,4-dihydroquinazolin-4-one), S(=O)(Cl)Cl (thionyl chloride), CN(C)C=O (DMF). The solvent is C1(=CC=CC=C1)C (toluene). Product: ClC1=NC=NC2=CC(=C(C=C12)OC)OCCCN1CCS(CC1)(=O)=O (4chloro-7-[3-(1,1-dioxotetrahydro-4H-1,4-thiazin-4-yl)propoxy]-6-methoxyquinazoline). Reaction SMILES: [O:1]=[S:2]1(=[O:25])[CH2:7][CH2:6][N:5]([CH2:8][CH2:9][CH2:10][O:11][C:12]2[CH:21]=[C:20]3[C:15]([C:16](=O)[NH:17][CH:18]=[N:19]3)=[CH:14][C:13]=2[O:23][CH3:24])[CH2:4][CH2:3]1.S(Cl)([Cl:28])=O.CN(C=O)C>C1(C)C=CC=CC=1>[Cl:28][C:16]1[C:15]2[C:20](=[CH:21][C:12]([O:11][CH2:10][CH2:9][CH2:8][N:5]3[CH2:6][CH2:7][S:2](=[O:25])(=[O:1])[CH2:3][CH2:4]3)=[C:13]([O:23][CH3:24])[CH:14]=2)[N:19]=[CH:18][N:17]=1. Procedure details: After repetition of the previous reaction, a mixture of 7-[3-(1,1-dioxotetrahydro-4H-1,4-thiazin-4-yl)propoxy]-6-methoxy-3,4-dihydroquinazolin-4-one (4.2 g), thionyl chloride (45 ml) and DMF (0.1 ml) was heated to reflux for 2.5 hours. The residue was diluted with toluene and was evaporated under vacuum. The residue was taken up in water and basified to pH 8 with a saturated aqueous sodium bicarbonate solution. The mixture was extracted with methylene chloride and the organic layer was washed in... Reactants: N1CCNCC1 (piperazine), C(=O)(OC(C)(C)C)OC(=O)OC(C)(C)C (di-tert-butyl dicarbonate), C([O-])([O-])=O.[K+].[K+] (potassium carbonate), ClC1=C(C=CC=C1)[N+](=O)[O-] (1-Chloro-2-nitrobenzene), CN(C=1C=C(C=CC1)O)C (3-(dimethylamino)phenol), [OH-].[K+] (potassium hydroxide), BOC, FC(C(=O)O)(F)F (trifluoroacetic acid). The solvent is C(C)(=O)OCC (ethyl acetate), O (water), O1CCCC1 (tetrahydrofuran), O (water), CN(C=O)C (N,N-dimethylformamide), C1CCOC1 (THF). Run at time 3 hour. The product is CN(C=1C=C(OC2=C(C=CC=C2)N2CCNCC2)C=CC1)C (1-{[3-(dimethylamino)phenoxy]phenyl}piperazine). RXN SMILES: Cl[C:2]1[CH:7]=[CH:6][CH:5]=[CH:4][C:3]=1[N+:8]([O-])=O.[CH3:11][N:12]([CH3:20])[C:13]1[CH:14]=[C:15]([OH:19])[CH:16]=[CH:17][CH:18]=1.[OH-].[K+].[NH:23]1[CH2:28][CH2:27]N[CH2:25][CH2:24]1.C(OC(OC(C)(C)C)=O)(OC(C)(C)C)=O.C(=O)([O-])[O-].[K+].[K+].FC(F)(F)C(O)=O>CN(C)C=O.O1CCCC1.O.C(OCC)(=O)C>[CH3:11][N:12]([CH3:20])[C:13]1[CH:14]=[C:15]([CH:16]=[CH:17][CH:18]=1)[O:19][C:2]1[CH:7]=[CH:6][CH:5]=[CH:4][C:3]=1[N:8]1[CH2:27][CH2:28][NH:23][CH2:24][CH2:25]1 |f:2.3,6.7.8|. Procedure details: 1-Chloro-2-nitrobenzene (15.0 g), 3-(dimethylamino)phenol (13.0 g) and potassium hydroxide (11.8 g) was dissolved in N,N-dimethylformamide (350 mL) and boiled under reflux for 18 hrs. The reaction was then cooled, and poured into water, and worked up by standard procedure using ethyl acetate. The crude product was purified by silicagel chromatography (heptane:ethyl acetate:triethylamine/80:10:10). The pure intermediate was dissolved in a mixture of ethanol (200 mL) and acetic acid (20 mL). After... Reactants: FC=1C=C(C=CC1)C=1C=C(C(=O)NC2=C(C(=CC=C2C)O)C)C=C(C1)C (3-(3-fluorophenyl)-N-(3-hydroxy-2,6-dimethyl-phenyl)-5-methyl-benzamide). Run in C1CCOC1 (THF), C1CCOC1 (THF). Reaction conditions: temperature 60 celsius. Product: FC=1C=C(C=CC1)C=1C=C(C=C(C1)C)CNC=1C(=C(C=CC1C)O)C (3-[[3-(3-Fluorophenyl)-5-methyl-phenyl]methylamino]-2,4-dimethyl-phenol). Isolated yield 61.1%. As a reaction SMILES: [F:1][C:2]1[CH:3]=[C:4]([C:8]2[CH:9]=[C:10]([CH:23]=[C:24]([CH3:26])[CH:25]=2)[C:11]([NH:13][C:14]2[C:19]([CH3:20])=[CH:18][CH:17]=[C:16]([OH:21])[C:15]=2[CH3:22])=O)[CH:5]=[CH:6][CH:7]=1>C1COCC1>[F:1][C:2]1[CH:3]=[C:4]([C:8]2[CH:9]=[C:10]([CH2:11][NH:13][C:14]3[C:15]([CH3:22])=[C:16]([OH:21])[CH:17]=[CH:18][C:19]=3[CH3:20])[CH:23]=[C:24]([CH3:26])[CH:25]=2)[CH:5]=[CH:6][CH:7]=1. Reported procedure: To a solution of 3-(3-fluorophenyl)-N-(3-hydroxy-2,6-dimethyl-phenyl)-5-methyl-benzamide (288 mg, 0.82 mmol, 1.0 eq) in THF (10 mL) under N2 was added a solution of BH3 (1M in THF, 5.0 mL, 5.0 mmol, 6.0 eq) at 0° C. The reaction mixture was heated at 60° C. overnight. After cooling, the resulting mixture was quenched with water and extracted with EtOAc. The combined organic extracts were washed with water and brine, dried (Na2SO4), filtered and evaporated in vacuo. The residue was purified by co...